From a dataset of the Open Reaction Database (ORD), a public repository of structured organic reaction records. describe an organic reaction: reactants, conditions, products, and yield The reactants are CCN(C(C)C)C(C)C (DIEA), NC=1C(=NC(=CN1)C1CNCCC1)C1=CC(=C(C(=O)OC)C=C1)F (methyl 4-(3-amino-6-(piperidin-3-yl)pyrazin-2-yl)-2-fluorobenzoate), CS(=O)(=O)Cl (methanesulfonyl chloride). The solvent is C(Cl)Cl (DCM). Conditions: temperature 0 celsius, time 30 minute. Yields the product NC=1C(=NC(=CN1)C1CN(CCC1)S(=O)(=O)C)C1=CC(=C(C(=O)OC)C=C1)F (methyl 4-(3-amino-6-(1-(methylsulfonyl)piperidin-3-yl)pyrazin-2-yl)-2-fluorobenzoate). Reaction SMILES: [NH2:1][C:2]1[C:3]([C:14]2[CH:23]=[CH:22][C:17]([C:18]([O:20][CH3:21])=[O:19])=[C:16]([F:24])[CH:15]=2)=[N:4][C:5]([CH:8]2[CH2:13][CH2:12][CH2:11][NH:10][CH2:9]2)=[CH:6][N:7]=1.CCN(C(C)C)C(C)C.[CH3:34][S:35](Cl)(=[O:37])=[O:36]>C(Cl)Cl>[NH2:1][C:2]1[C:3]([C:14]2[CH:23]=[CH:22][C:17]([C:18]([O:20][CH3:21])=[O:19])=[C:16]([F:24])[CH:15]=2)=[N:4][C:5]([CH:8]2[CH2:13][CH2:12][CH2:11][N:10]([S:35]([CH3:34])(=[O:37])=[O:36])[CH2:9]2)=[CH:6][N:7]=1. Procedure: To a mixture of crude methyl 4-(3-amino-6-(piperidin-3-yl)pyrazin-2-yl)-2-fluorobenzoate (38 mg, 0.114 mmol) in DCM (2 mL) in an ice bath was added DIEA (79 μL, 0.454 mmol) followed by methanesulfonyl chloride (9.73 μL, 0.125 mmol). The reaction mixture was stirred at 0° C. for 30 min. The reaction mixture was partitioned between DCM and water. The DCM layer was separated and washed with brine. The organic layer was dried over sodium sulfate, filtered and evaporated. The crude product (50% purit... Starting materials: C(C1=CC=CC=C1)N(CC1=CC=CC=C1)[C@@H](CC1=CC=CC=C1)[C@H](C[C@H](CC1=CC=CC=C1)NC(=O)OC(C)(C)C)O ((2S,3S,5S)-2-(N,N-Dibenzylamino)-5-(t-butyloxycarbonylamino)-3-hydroxy-1,6-diphenylhexane), C(=O)[O-].[NH4+] (ammonium formate). Reagents/catalysts: [Pd] (Pd/C). Solvent: CCO (EtOH), O (H2O). The product is N[C@@H](CC1=CC=CC=C1)[C@H](C[C@H](CC1=CC=CC=C1)NC(=O)OC(C)(C)C)O ((2S,3S,5S)-2-Amino-3-hydroxy-5-(t-butyloxycarbonylamino)-1,6-diphenylhexane). As a reaction SMILES: C([N:8]([C@H:16]([C@@H:24]([OH:42])[CH2:25][C@@H:26]([NH:34][C:35]([O:37][C:38]([CH3:41])([CH3:40])[CH3:39])=[O:36])[CH2:27][C:28]1[CH:33]=[CH:32][CH:31]=[CH:30][CH:29]=1)[CH2:17][C:18]1[CH:23]=[CH:22][CH:21]=[CH:20][CH:19]=1)CC1C=CC=CC=1)C1C=CC=CC=1.C([O-])=O.[NH4+]>CCO.O.[Pd]>[NH2:8][C@H:16]([C@@H:24]([OH:42])[CH2:25][C@@H:26]([NH:34][C:35]([O:37][C:38]([CH3:40])([CH3:39])[CH3:41])=[O:36])[CH2:27][C:28]1[CH:29]=[CH:30][CH:31]=[CH:32][CH:33]=1)[CH2:17][C:18]1[CH:19]=[CH:20][CH:21]=[CH:22][CH:23]=1 |f:1.2|. Reported procedure: A solution of the product from Example 68C (150 gm, 250 mmol) dissolved in absolute EtOH (2 liters) was treated with 10% Pd/C (18 gm, prewetted), followed by addition of ammonium formate (78.6 gms, 1.25 moles) dissolved in H2O (200 ml). The resulting mixture was stirred at reflux for 2.5 hours. The mixture was cooled to room temperature and filtered through a pad of infusorial earth (20 g). The filter cake was washed 3 times with EtOH (70 ml each). The filtrate was concentrated in vacuo. The res... As a reaction SMILES: [Ag+2:31].[Br:13][CH2:14][c:15]1[cH:16][cH:17][cH:18][cH:19][cH:20]1.[Br:1][c:2]1[c:3](=[O:12])[nH:4][cH:5][c:6]([C:8]([F:9])([F:10])[F:11])[cH:7]1.[C:27](=[O:28])([O-:29])[O-:30].[CH3:21][CH2:22][CH2:23][CH2:24][CH2:25][CH3:26]>>[Br:1][c:2]1[c:3]([O:12][CH2:14][c:15]2[cH:16][cH:17][cH:18][cH:19][cH:20]2)[n:4][cH:5][c:6]([C:8]([F:9])([F:10])[F:11])[cH:7]1. Starting materials: [Ag+2], BrCc1ccccc1, O=c1[nH]cc(C(F)(F)F)cc1Br, O=C([O-])[O-], CCCCCC. Product: FC(F)(F)c1cnc(OCc2ccccc2)c(Br)c1. Reactants: N (ammonia), C(C)(C)(C)OC(=O)NCCCCN1C=NC=2C=[N+](C=3C=CC=CC3C21)[O-] (1-[4-(tert-butoxycarbonylamino)butyl]-1H-imidazo[4,5-c]quinoline-5-oxide), C1(=CC=C(C=C1)S(=O)(=O)Cl)C (p-toluenesulfonyl chloride). Run in C(Cl)Cl (methylene chloride). Conditions: time 30 minute. The product is C(C)(C)(C)OC(=O)NCCCCN1C=NC=2C(=NC=3C=CC=CC3C21)N (1-[4-(tert-butoxycarbonylamino)butyl]-1H-imidazo[4,5-c]-quinoline-4-amine). RXN SMILES: [C:1]([O:5][C:6]([NH:8][CH2:9][CH2:10][CH2:11][CH2:12][N:13]1[C:25]2[C:24]3[CH:23]=[CH:22][CH:21]=[CH:20][C:19]=3[N+:18]([O-])=[CH:17][C:16]=2[N:15]=[CH:14]1)=[O:7])([CH3:4])([CH3:3])[CH3:2].[NH3:27].C1(C)C=CC(S(Cl)(=O)=O)=CC=1>C(Cl)Cl>[C:1]([O:5][C:6]([NH:8][CH2:9][CH2:10][CH2:11][CH2:12][N:13]1[C:25]2[C:24]3[CH:23]=[CH:22][CH:21]=[CH:20][C:19]=3[N:18]=[C:17]([NH2:27])[C:16]=2[N:15]=[CH:14]1)=[O:7])([CH3:4])([CH3:3])[CH3:2]. Procedure: 15.87 g (44.52 mmol) of 1-[4-(tert-butoxycarbonylamino)butyl]-1H-imidazo[4,5-c]quinoline-5-oxide was dissolved in 400 ml of methylene chloride and 200 ml of concentrated aqueous ammonia (29%) was added thereto under ice-cooling. A solution of p-toluenesulfonyl chloride (9.34 g, 48.98 mmol) in 50 ml of methylene was further added thereto and the mixture was stirred for 30 minutes, then rasing up to room temperature stirred for 2 hours. After the reaction solution was separated, the organic phase ... Starting materials: CCOC(=O)C=Cc1ccc(CBr)cc1, CC#N, [H-], [Na+], c1c[nH]cn1. Yields the product CCOC(=O)C=Cc1ccc(Cc2ncc[nH]2)cc1. RXN SMILES: [Br:8][CH2:9][c:10]1[cH:11][cH:12][c:13]([CH:14]=[CH:15][C:16](=[O:17])[O:18][CH2:19][CH3:20])[cH:21][cH:22]1.[CH3:23][C:24]#[N:25].[H-:1].[Na+:2].[nH:3]1[cH:4][n:5][cH:6][cH:7]1>>[nH:3]1[c:4]([CH2:9][c:10]2[cH:11][cH:12][c:13]([CH:14]=[CH:15][C:16](=[O:17])[O:18][CH2:19][CH3:20])[cH:21][cH:22]2)[n:5][cH:6][cH:7]1. The reactants are CCCCCCCCCCCCCCCCNc1ccc(CC(=O)Cl)cc1, ClCCl, Cl, N. The product is CCCCCCCCCCCCCCCCNc1ccc(CC(N)=O)cc1. RXN SMILES: [CH2:2]([CH2:3][CH2:4][CH2:5][CH2:6][CH2:7][CH2:8][CH2:9][CH2:10][CH2:11][CH2:12][CH2:13][CH2:14][CH2:15][CH2:16][CH3:17])[NH:18][c:19]1[cH:20][cH:21][c:22]([CH2:25][C:26](=[O:27])[Cl:28])[cH:23][cH:24]1.[CH2:30]([Cl:31])[Cl:32].[ClH:1].[NH3:29]>>[CH2:2]([CH2:3][CH2:4][CH2:5][CH2:6][CH2:7][CH2:8][CH2:9][CH2:10][CH2:11][CH2:12][CH2:13][CH2:14][CH2:15][CH2:16][CH3:17])[NH:18][c:19]1[cH:20][cH:21][c:22]([CH2:25][C:26](=[O:27])[NH2:29])[cH:23][cH:24]1. Starting materials: [C@@H]1(CC[C@@H](CO)O1)N1C(=O)NC(=O)C=C1 (Dideoxyuridine), ICl (iodine monochloride). Solvent: CO (methanol), CO (methanol). Conditions: time 165 minute. Product: IC=1C(NC(N([C@H]2CC[C@@H](CO)O2)C1)=O)=O (5-iodo-2', 3'-dideoxyuridine). The yield is 66.0%. Reaction SMILES: [C@@H:1]1([N:8]2[CH:15]=[CH:14][C:12](=[O:13])[NH:11][C:9]2=[O:10])[O:7][C@H:4]([CH2:5][OH:6])[CH2:3][CH2:2]1.[I:16]Cl>CO>[I:16][C:14]1[C:12](=[O:13])[NH:11][C:9](=[O:10])[N:8]([CH:15]=1)[C@@H:1]1[O:7][C@H:4]([CH2:5][OH:6])[CH2:3][CH2:2]1. Procedure: Dideoxyuridine (2.122 g, 10.0 mmol) was dissolved in 30 mL of warm methanol and, after cooling to 25°, iodine monochloride (4.06 g, 25 mmol, 2.5 eq, Fisher) in methanol (20 mL) was added over 5 minutes. The dark purple reaction mixture was heated in a 50° bath under nitrogen for 20 minutes and then immediately cooled in an ice-water bath. After standing without stirring for 165 minutes, the resulting precipitate was collected by filtration and washed with cold methanol (2×10 mL). Vacuum-drying o... The reactants are ON=C(C1=CN=CC=C1)Cl (N-Hydroxynicotinimidoyl chloride), ClC=1C=C(C#N)C=C(C1)C#C (3-Chloro-5-ethynylbenzonitrile), N (NH3). The product is ClC=1C=C(C#N)C=C(C1)C1=CC(=NO1)C=1C=NC=CC1 (3-Chloro-5-(3-(pyridin-3-yl)isoxazol-5-yl)benzonitrile). RXN SMILES: [OH:1][N:2]=[C:3](Cl)[C:4]1[CH:9]=[CH:8][CH:7]=[N:6][CH:5]=1.[Cl:11][C:12]1[CH:13]=[C:14]([CH:17]=[C:18]([C:20]#[CH:21])[CH:19]=1)[C:15]#[N:16].N>>[Cl:11][C:12]1[CH:13]=[C:14]([CH:17]=[C:18]([C:20]2[O:1][N:2]=[C:3]([C:4]3[CH:5]=[N:6][CH:7]=[CH:8][CH:9]=3)[CH:21]=2)[CH:19]=1)[C:15]#[N:16]. Reported procedure: The titled compound was prepared according to Method CB using the product of Example 1A (78 mg, 0.5 mmol) and the product of Example 66A (82 mg, 0.5 mmol). 1H NMR (300 MHz, MeOH-d4) δ 7.62 (ddd, J=8.0, 4.9, 0.7 Hz, 1H), 7.97 (s, 1H), 8.24 (dd, J=2.0, 1.4 Hz, 1H), 8.28 (dt, J=8.1, 1.9 Hz, 1H), 8.34 (t, J=1.7 Hz, 1H), 8.41 (t, J=1.4 Hz, 1H), 8.75 (dd, J=4.7, 1.7 Hz, 1H), 9.09 (d, J=1.4 Hz, 1H) ppm; MS (DCI/NH3) m/z 282 (M+H)+, 284 (M+H)+.